This data is from the Open Reaction Database (ORD), a public repository of structured organic reaction records. The task is: describe an organic reaction: reactants, conditions, products, and yield The reactants are [N+](=O)([O-])C1=CC=C(C=C1)OC(CCNC(=O)OCC1=CC=CC=C1)=O (N-carbobenzoxy-β-alanine-p-nitrophenyl ester), NCCS(=O)(=O)O (taurine). Yields the product C(=O)(OCC1=CC=CC=C1)NCCC(=O)NCCS(=O)(=O)O (N-carbobenzoxy-β-alanyl-taurine). Yield: 81.7%. As a reaction SMILES: [N+](C1C=CC(O[C:11](=[O:25])[CH2:12][CH2:13][NH:14][C:15]([O:17][CH2:18][C:19]2[CH:24]=[CH:23][CH:22]=[CH:21][CH:20]=2)=[O:16])=CC=1)([O-])=O.[NH2:26][CH2:27][CH2:28][S:29]([OH:32])(=[O:31])=[O:30]>>[C:15]([NH:14][CH2:13][CH2:12][C:11]([NH:26][CH2:27][CH2:28][S:29]([OH:32])(=[O:31])=[O:30])=[O:25])([O:17][CH2:18][C:19]1[CH:20]=[CH:21][CH:22]=[CH:23][CH:24]=1)=[O:16]. Reported procedure: 1.9 g (5.5 mmoles) of N-carbobenzoxy-β-alanine-p-nitrophenyl ester (Biochemistry 4, 1884 1965) are reacted with 0.63 g (5 mmoles) of taurine as described in Example 1 to obtain 1.35 g (82%) of N-carbobenzoxy-β-alanyl-taurine.